From a dataset of the Open Reaction Database (ORD), a public repository of structured organic reaction records. describe an organic reaction: reactants, conditions, products, and yield The reactants are C(C(=O)O)N (L-glycine), C(=O)(O)[O-].[Na+] (NaHCO3), C(CCC)C1=C2C=CC(=C(C2=CC=C1)S(=O)(=O)Cl)NC (5-Butylmethylamino-naphthalene-1-sulfonyl chloride). Solvent: O (water), CC(=O)C (acetone), CC(=O)C (acetone). Run at time 8 hour. Product: C(CCC)C1=C2C=CC(=C(C2=CC=C1)S(=O)(=O)NCC(=O)O)NC ((5-Butylmethylamino-naphtalene-1-sulfonyl)-glycine). As a reaction SMILES: [CH2:1]([NH2:5])[C:2]([OH:4])=[O:3].C([O-])(O)=O.[Na+].[CH2:11]([C:15]1[CH:24]=[CH:23][CH:22]=[C:21]2[C:16]=1[CH:17]=[CH:18][C:19]([NH:29][CH3:30])=[C:20]2[S:25](Cl)(=[O:27])=[O:26])[CH2:12][CH2:13][CH3:14]>O.CC(C)=O>[CH2:11]([C:15]1[CH:24]=[CH:23][CH:22]=[C:21]2[C:16]=1[CH:17]=[CH:18][C:19]([NH:29][CH3:30])=[C:20]2[S:25]([NH:5][CH2:1][C:2]([OH:4])=[O:3])(=[O:27])=[O:26])[CH2:12][CH2:13][CH3:14] |f:1.2|. Procedure: Two mmoles of L-glycine and 3 mmoles of NaHCO3 were dissolved in 5 ml of water. A solution containing 1 mmol of 3 in acetone was slowly added. More acetone was added until the solution was clear. The mixture was stirred overnight at room temperature, and protected from light. Acetone was removed by flash evaporation and the remaining water solution was acidified to pH=4.5 to 5 by adding 2M citric acid. Then, NaCl was added until saturation and the solution was extracted with three portions of et... Reactants: ClC1=NC=C(C=C1)C(F)(F)F (2-chloro-5-trifluoromethylpyridine), FC(C(=O)OC(C(F)(F)F)=O)(F)F (trifluoroacetic anhydride), OO (hydrogen peroxide). The solvent is C(Cl)Cl (methylene chloride). Run at time 1 hour. Yields the product ClC1=[N+](C=C(C=C1)C(F)(F)F)[O-] (2-Chloro-5-Trifluoromethylpyridine N-Oxide). Reaction SMILES: [Cl:1][C:2]1[CH:7]=[CH:6][C:5]([C:8]([F:11])([F:10])[F:9])=[CH:4][N:3]=1.FC(F)(F)C(OC(=O)C(F)(F)F)=[O:15].OO>C(Cl)Cl>[Cl:1][C:2]1[CH:7]=[CH:6][C:5]([C:8]([F:9])([F:10])[F:11])=[CH:4][N+:3]=1[O-:15]. Reported procedure: A solution of the 2-chloro-5-trifluoromethylpyridine (1.8 g, 0.01 mol) in methylene chloride (20 ml) was mixed with trifluoroacetic anhydride (15 g, 0.071 mol). The stirred solution was subjected to the dropwise addition of 30% aqueous hydrogen peroxide (1.4 g, 0.012 mol) over the course of 15 minutes. A mild exotherm ensued and the mixture was allowed to stir at ambient temperature for 1 hour. The solution was poured onto ice and extracted with 3×50 ml of ethyl acetate; the combined organic lay... The reactants are BrC1=C(C=C(C=C1)C1=NC=C(C=N1)C1=CC=C(C=C1)[C@@H]1CC[C@H](CC1)CCC)F (2-(4'-bromo-3'-fluorophenyl)-5-[4'-(trans-4"-propylcyclohexyl)phenyl]pyrimidine), [Cu]C#N (copper (I) cyanide), CN1CCCC1=O (NMP), Cl (hydrochloric acid). Solvent: O (water). Conditions: temperature 60 celsius. Product: C(#N)C1=C(C=C(C=C1)C1=NC=C(C=N1)C1=CC=C(C=C1)[C@@H]1CC[C@H](CC1)CCC)F (2-(4'-cyano-3'-fluorophenyl)-5-[4'-(trans-4"-propylcyclohexyl)phenyl]pyrimidine). The yield is 62.5%. Reaction SMILES: Br[C:2]1[CH:7]=[CH:6][C:5]([C:8]2[N:13]=[CH:12][C:11]([C:14]3[CH:19]=[CH:18][C:17]([C@H:20]4[CH2:25][CH2:24][C@H:23]([CH2:26][CH2:27][CH3:28])[CH2:22][CH2:21]4)=[CH:16][CH:15]=3)=[CH:10][N:9]=2)=[CH:4][C:3]=1[F:29].[Cu][C:31]#[N:32].CN1C(=O)CCC1.Cl>O>[C:31]([C:2]1[CH:7]=[CH:6][C:5]([C:8]2[N:9]=[CH:10][C:11]([C:14]3[CH:15]=[CH:16][C:17]([C@H:20]4[CH2:21][CH2:22][C@H:23]([CH2:26][CH2:27][CH3:28])[CH2:24][CH2:25]4)=[CH:18][CH:19]=3)=[CH:12][N:13]=2)=[CH:4][C:3]=1[F:29])#[N:32]. Reported procedure: 3.5 g (0.008 mol) of 2-(4'-bromo-3'-fluorophenyl)-5-[4'-(trans-4"-propylcyclohexyl)phenyl]pyrimidine and 1.1 g (0.012 mol) of copper (I) cyanide were added to 31 cm3 of NMP and the solution was refluxed for 2 hours using a mantle heater. The solution was cooled to 60° C. and added to a solution of 4.2 g of FeC13.6H2 o, 1.3 cm3 of concentrated hydrochloric acid and 6 cm3 of water. The resulting solution was maintained on a warm water bath at 60° C. for one hour. The crystals deposited were filter... Starting materials: CCOc1c(Nc2ccncc2)c(=O)c1=O, NCc1ccc(Oc2ccccc2)cc1. The product is O=c1c(NCc2ccc(Oc3ccccc3)cc2)c(Nc2ccncc2)c1=O. RXN SMILES: [CH2:1]([O:2][c:4]1[c:5](=[O:16])[c:6](=[O:15])[c:7]1[NH:8][c:9]1[cH:10][cH:11][n:12][cH:13][cH:14]1)[CH3:3].[O:17]([c:18]1[cH:19][cH:20][cH:21][cH:22][cH:23]1)[c:24]1[cH:25][cH:26][c:27]([CH2:28][NH2:29])[cH:30][cH:31]1>>[c:4]1([NH:29][CH2:28][c:27]2[cH:26][cH:25][c:24]([O:17][c:18]3[cH:19][cH:20][cH:21][cH:22][cH:23]3)[cH:31][cH:30]2)[c:5](=[O:16])[c:6](=[O:15])[c:7]1[NH:8][c:9]1[cH:10][cH:11][n:12][cH:13][cH:14]1. Starting materials: said mixture, N=C1C(N(C(N1C1=CC(=C(C#N)C=C1)C(F)(F)F)=S)C)(C)C (4-(5-imino-2-thioxo-3,4,4-trimethyl-1-imidazolidinyl)-2-trifluoromethyl-benzonitrile), O1CCCC1 (tetrahydrofuran). Solvent: C(C)N(CC)CC (triethylamine). The product is CC1(N(C(N(C1=N)C1=CC(=C(C#N)C=C1)C(F)(F)F)=S)CCO)C (4-(4,4-dimethyl-3-(2-hydroxyethyl)-5-imino-2-thioxo-1-imidazolidinyl) 2-trifluoromethyl-benzonitrile), C(#N)C1=CC(=C(C=C1)NC(=S)N1C(OCC1)(C)C)C(F)(F)F (N-(4-cyano-2-trifluoromethyl-phenyl)-2,2-dimethyl-3-oxazolidine carbothioamide). Reaction SMILES: [NH:1]=[C:2]1[N:6]([C:7]2[CH:14]=[CH:13][C:10]([C:11]#[N:12])=[C:9]([C:15]([F:18])([F:17])[F:16])[CH:8]=2)[C:5](=[S:19])[N:4]([CH3:20])[C:3]1([CH3:22])[CH3:21].[O:23]1[CH2:27]CC[CH2:24]1>C(N(CC)CC)C>[CH3:21][C:3]1([CH3:22])[C:2](=[NH:1])[N:6]([C:7]2[CH:14]=[CH:13][C:10]([C:11]#[N:12])=[C:9]([C:15]([F:17])([F:16])[F:18])[CH:8]=2)[C:5](=[S:19])[N:4]1[CH2:20][CH2:24][OH:23].[C:11]([C:10]1[CH:9]=[CH:8][C:7]([NH:6][C:5]([N:4]2[CH2:20][CH2:27][O:23][C:3]2([CH3:21])[CH3:22])=[S:19])=[C:14]([C:15]([F:18])([F:17])[F:16])[CH:13]=1)#[N:12]. Procedure: A mixture of 1.18 g of the said mixture, 2.11 g of the isothiocyanate of Example 11 and 20 ml of tetrahydrofuran and 0.5 ml of triethylamine was refluxed for 30 minutes and then evaporated to dryness. The residue was chromatographed on silica and eluted with a 95-5 methylene chloride-acetone mixture to obtain 1.26 g of the desired product and 686 mg of N-(4-cyano-2-trifluoromethyl-phenyl)-2,2-dimethyl-3-oxazolidine carbothioamide. The 686 mg were dissolved in 10 ml of ethyl acetate and after the...